This data is from the Open Reaction Database (ORD), a public repository of structured organic reaction records. The task is: describe an organic reaction: reactants, conditions, products, and yield The reactants are BrC1=CC2=C(C=3SC(=CC3CCO2)C2=NC=NN2C(C)C)C=C1 (5-(8-Bromo-4,5-dihydro-6-oxa-1-thia-benzo[e]azulen-2-yl)-1-isopropyl-1H-[1,2,4]triazole), CS(=O)(=O)C=1C=C(C=CC1)B(O)O (3-methylsulfonylphenylboronic acid). Product: C(C)(C)N1N=CN=C1C1=CC2=C(C3=C(OCC2)C=C(C=C3)C3=CC(=CC=C3)S(=O)(=O)C)S1 (1-isopropyl-5-(8-(3-(methylsulfonyl)phenyl)-4,5-dihydrobenzo[b]thieno[2,3-d]oxepin-2-yl)-1H-1,2,4-triazole). Reaction SMILES: Br[C:2]1[CH:23]=[CH:22][C:5]2[C:6]3[S:7][C:8]([C:14]4[N:18]([CH:19]([CH3:21])[CH3:20])[N:17]=[CH:16][N:15]=4)=[CH:9][C:10]=3[CH2:11][CH2:12][O:13][C:4]=2[CH:3]=1.[CH3:24][S:25]([C:28]1[CH:29]=[C:30](B(O)O)[CH:31]=[CH:32][CH:33]=1)(=[O:27])=[O:26]>>[CH:19]([N:18]1[C:14]([C:8]2[S:7][C:6]3[C:5]4[CH:22]=[CH:23][C:2]([C:32]5[CH:31]=[CH:30][CH:29]=[C:28]([S:25]([CH3:24])(=[O:27])=[O:26])[CH:33]=5)=[CH:3][C:4]=4[O:13][CH2:12][CH2:11][C:10]=3[CH:9]=2)=[N:15][CH:16]=[N:17]1)([CH3:21])[CH3:20]. Procedure details: Following the procedure for 114, 5 5-(8-Bromo-4,5-dihydro-6-oxa-1-thia-benzo[e]azulen-2-yl)-1-isopropyl-1H-[1,2,4]triazole was reacted with 3-methylsulfonylphenylboronic acid to give 146. MS(ESI+) 466.1.